The task is: describe an organic reaction: reactants, conditions, products, and yield. This data is from the Open Reaction Database (ORD), a public repository of structured organic reaction records. Reactants: CC(C)N1CCC(CC1)CC1CCN(CC1)C(=O)OC(C)(C)C (1,1-Dimethylethyl 4-{[1-(1-methylethyl)-4-piperidinyl]methyl}-1-piperidinecarboxylate). The solvent is Cl.O1CCOCC1 (HCl Dioxane). Product: CC(C)N1CCC(CC1)CC1CCNCC1 (1-(1-Methylethyl)-4-(4-piperidinylmethyl)piperidine). The yield is 84.0%. Reaction SMILES: [CH3:1][CH:2]([N:4]1[CH2:9][CH2:8][CH:7]([CH2:10][CH:11]2[CH2:16][CH2:15][N:14](C(OC(C)(C)C)=O)[CH2:13][CH2:12]2)[CH2:6][CH2:5]1)[CH3:3]>Cl.O1CCOCC1>[CH3:3][CH:2]([N:4]1[CH2:9][CH2:8][CH:7]([CH2:10][CH:11]2[CH2:12][CH2:13][NH:14][CH2:15][CH2:16]2)[CH2:6][CH2:5]1)[CH3:1] |f:1.2|. Reported procedure: 1,1-Dimethylethyl 4-{[1-(1-methylethyl)-4-piperidinyl]methyl}-1-piperidinecarboxylate (may be prepared as described in Description 3) (3.1 g) was stirred in a solution of HCl-Dioxane (100 ml, 4M) for 2.5 h. The solvent was evaporated and the resultant yellow solid was dissolved in saturated potassium carbonate (25 ml). The solution was extracted into dichloromethane (3×50 ml) and the combined organics dried (MgSO4) and evaporated to give the title compound (D4) as a pale yellow oil (1.8 g). The reactants are ClC1=CC=C(C(=O)Cl)C=C1 (4-chlorobenzoyl chloride), C1=COC(=C1)CN (2-furfurylamine), CCN(C(C)C)C(C)C (iPr2NEt). Run in C(Cl)Cl (CH2Cl2), C(Cl)Cl (CH2Cl2), C(Cl)Cl (CH2Cl2). Yields the product ClC1=CC=C(C(=O)NCC=2OC=CC2)C=C1 (4-Chloro-N-2-furylmethyl-benzamide). Isolated yield 0.1%. RXN SMILES: [Cl:1][C:2]1[CH:10]=[CH:9][C:5]([C:6](Cl)=[O:7])=[CH:4][CH:3]=1.[CH:11]1[CH:15]=[C:14]([CH2:16][NH2:17])[O:13][CH:12]=1.CCN(C(C)C)C(C)C>C(Cl)Cl>[Cl:1][C:2]1[CH:10]=[CH:9][C:5]([C:6]([NH:17][CH2:16][C:14]2[O:13][CH:12]=[CH:11][CH:15]=2)=[O:7])=[CH:4][CH:3]=1. Procedure details: A solution of 4-chlorobenzoyl chloride (3.2 g, 18.5 mol) in 50 ml dry CH2Cl2 was added over 30 min to a stirred solution of 2-furfurylamine (2 g, 20.6 mol) and iPr2NEt (7 ml, 41 mol) in CH2Cl2 (200 ml) at 0° C. The reaction was allowed to warm to room temperature over 3 h. The mixture was diluted with 200 ml of CH2Cl2, washed twice with HCl aq. (1N) and dried over MgSO4. Evaporation of the solvent afforded 4 g (83%) of the title benzamide as a white solid: 1H NMR: (DMSO-d6) δ 9.05 (t, J=5.7 Hz, ... The reactants are CCOC(C)=O, O=C1C(=Cc2ccc(-c3ccc(F)cc3)cc2)N2CCC1CC2. Yields the product O=C1C2CCN(CC2)C1Cc1ccc(-c2ccc(F)cc2)cc1. As a reaction SMILES: [CH3:24][CH2:25][O:26][C:27](=[O:28])[CH3:29].[F:1][c:2]1[cH:3][cH:4][c:5](-[c:8]2[cH:9][cH:10][c:11]([CH:12]=[C:13]3[N:14]4[CH2:15][CH2:16][CH:17]([C:18]3=[O:19])[CH2:20][CH2:21]4)[cH:22][cH:23]2)[cH:6][cH:7]1>>[F:1][c:2]1[cH:3][cH:4][c:5](-[c:8]2[cH:9][cH:10][c:11]([CH2:12][CH:13]3[N:14]4[CH2:15][CH2:16][CH:17]([C:18]3=[O:19])[CH2:20][CH2:21]4)[cH:22][cH:23]2)[cH:6][cH:7]1. Reactants: COc1ccc2c(c1)C1(CC1c1ccc3c(-c4ccc(C5CCN(C(=O)OC(C)(C)C)CC5)cc4)n[nH]c3c1)C(=O)N2, ClCCl, O=C(O)C(F)(F)F. Product: COc1ccc2c(c1)C1(CC1c1ccc3c(-c4ccc(C5CCNCC5)cc4)n[nH]c3c1)C(=O)N2, O=C(O)C(F)(F)F. As a reaction SMILES: [CH3:1][O:2][c:3]1[cH:4][c:5]2[c:6]([cH:7][cH:8]1)[NH:9][C:10](=[O:42])[C:11]21[CH:12]([c:14]2[cH:15][cH:16][c:17]3[c:18](-[c:23]4[cH:24][cH:25][c:26]([CH:29]5[CH2:30][CH2:31][N:32]([C:35]([O:36][C:37]([CH3:38])([CH3:39])[CH3:40])=[O:41])[CH2:33][CH2:34]5)[cH:27][cH:28]4)[n:19][nH:20][c:21]3[cH:22]2)[CH2:13]1.[Cl:50][CH2:51][Cl:52].[F:43][C:44]([C:45](=[O:46])[OH:47])([F:48])[F:49]>>[CH3:1][O:2][c:3]1[cH:4][c:5]2[c:6]([cH:7][cH:8]1)[NH:9][C:10](=[O:42])[C:11]21[CH:12]([c:14]2[cH:15][cH:16][c:17]3[c:18](-[c:23]4[cH:24][cH:25][c:26]([CH:29]5[CH2:30][CH2:31][NH:32][CH2:33][CH2:34]5)[cH:27][cH:28]4)[n:19][nH:20][c:21]3[cH:22]2)[CH2:13]1.[F:43][C:44]([C:45](=[O:46])[OH:47])([F:48])[F:49].